This data is from the Open Reaction Database (ORD), a public repository of structured organic reaction records. The task is: describe an organic reaction: reactants, conditions, products, and yield Yields the product ClC1=NC=CC(=C1)NC(=O)C1=NC(=CC(=C1)C=1C=NC=C(C1)C)C (5,6′-Dimethyl-[3,4′]bipyridinyl-2′-carboxylic acid (2-chloro-pyridin-4-yl)-amide). Procedure details: The title compound, was prepared from 6-Methyl-4-(4,4,5,5-tetramethyl-[1,3,2]dioxaborolan-2-yl)-pyridine-2-carboxylic acid (2-chloro-pyridin-4-yl)-amide in accordance with the general method of example 131, step 2 using 3-Bromo-5-methylpyridine instead of 3-Trifluoromethyl-5-bromopyridine to yield the final compound as a white solid, MS (ISP): m/e=339.1, 341.1 (M+H)+. Reactants: ClC1=NC=CC(=C1)NC(=O)C1=NC(=CC(=C1)B1OC(C(O1)(C)C)(C)C)C (6-Methyl-4-(4,4,5,5-tetramethyl-[1,3,2]dioxaborolan-2-yl)-pyridine-2-carboxylic acid (2-chloro-pyridin-4-yl)-amide), BrC=1C=NC=C(C1)C (3-Bromo-5-methylpyridine). Reaction SMILES: [Cl:1][C:2]1[CH:7]=[C:6]([NH:8][C:9]([C:11]2[CH:16]=[C:15](B3OC(C)(C)C(C)(C)O3)[CH:14]=[C:13]([CH3:26])[N:12]=2)=[O:10])[CH:5]=[CH:4][N:3]=1.Br[C:28]1[CH:29]=[N:30][CH:31]=[C:32]([CH3:34])[CH:33]=1>>[Cl:1][C:2]1[CH:7]=[C:6]([NH:8][C:9]([C:11]2[CH:16]=[C:15]([C:28]3[CH:29]=[N:30][CH:31]=[C:32]([CH3:34])[CH:33]=3)[CH:14]=[C:13]([CH3:26])[N:12]=2)=[O:10])[CH:5]=[CH:4][N:3]=1. Reactants: CC(C)(C)OC(=O)N1CCN(c2ccc(F)c(C#N)c2)CC1, N, O, O=C(O)C(F)(F)F. Yields the product N#Cc1cc(N2CCNCC2)ccc1F. Reaction SMILES: [C:8](#[N:9])[c:10]1[cH:11][c:12]([N:17]2[CH2:18][CH2:19][N:20]([C:23]([O:24][C:25]([CH3:26])([CH3:27])[CH3:28])=[O:29])[CH2:21][CH2:22]2)[cH:13][cH:14][c:15]1[F:16].[NH3:31].[OH2:30].[OH:1][C:2]([C:3]([F:4])([F:5])[F:6])=[O:7]>>[C:8](#[N:9])[c:10]1[cH:11][c:12]([N:17]2[CH2:18][CH2:19][NH:20][CH2:21][CH2:22]2)[cH:13][cH:14][c:15]1[F:16]. Starting materials: COC(C[C@@H]1COC2=C1C=CC(=C2)O[C@@H]2CCC1=C(C=CC(=C21)F)O)=O ({(S)-6-[(R)-7-fluoro-4-hydroxy-indan-1-yloxy]-2,3-dihydro-benzofuran-3-yl}-acetic acid methyl ester), FC(OC=1C=CC(=NC1)Cl)F (5-difluoromethoxy-2-chloro-pyridine), Intermediate 12. Product: COC(C[C@@H]1COC2=C1C=CC(=C2)O[C@@H]2CCC1=C(C=CC(=C21)F)OC2=NC=C(C=C2)OC(F)F)=O ({(S)-6-[(R)-4-(5-Difluoromethoxy-pyrid-2-yloxy)-7-fluoro-indan-1-yloxy]-2,3-dihydro-benzofuran-3-yl}-acetic acid methyl ester). RXN SMILES: [CH3:1][O:2][C:3](=[O:26])[CH2:4][C@H:5]1[C:9]2[CH:10]=[CH:11][C:12]([O:14][C@H:15]3[C:23]4[C:18](=[C:19]([OH:25])[CH:20]=[CH:21][C:22]=4[F:24])[CH2:17][CH2:16]3)=[CH:13][C:8]=2[O:7][CH2:6]1.[F:27][CH:28]([F:37])[O:29][C:30]1[CH:31]=[CH:32][C:33](Cl)=[N:34][CH:35]=1>>[CH3:1][O:2][C:3](=[O:26])[CH2:4][C@H:5]1[C:9]2[CH:10]=[CH:11][C:12]([O:14][C@H:15]3[C:23]4[C:18](=[C:19]([O:25][C:33]5[CH:32]=[CH:31][C:30]([O:29][CH:28]([F:37])[F:27])=[CH:35][N:34]=5)[CH:20]=[CH:21][C:22]=4[F:24])[CH2:17][CH2:16]3)=[CH:13][C:8]=2[O:7][CH2:6]1. Reported procedure: The title compound is prepared from {(S)-6-[(R)-7-fluoro-4-hydroxy-indan-1-yloxy]-2,3-dihydro-benzofuran-3-yl}-acetic acid methyl ester and 5-difluoromethoxy-2-chloro-pyridine following a procedure analogous to that described for Intermediate 12. LC (method 2): tR=1.18 min; Mass spectrum (ESI+): m/z=502 [M+H]+. Starting materials: 57, ClC(C)NC(=O)Cl (1-chloroethylcarbamyl chloride), C(C)N=C=O (ethyl isocyanate), 11.8, C(=C)N=C=O (vinyl isocyanate). Conditions: temperature 90 celsius. The product is ClC(C)N=C=O (1-chloroethyl isocyanate), C(C)N=C=O (ethyl isocyanate). The yield is 23.8%. RXN SMILES: [Cl:1][CH:2]([NH:4][C:5](Cl)=[O:6])[CH3:3].[CH2:8]([N:10]=[C:11]=[O:12])[CH3:9].C(N=C=O)=C>>[Cl:1][CH:2]([N:4]=[C:5]=[O:6])[CH3:3].[CH2:8]([N:10]=[C:11]=[O:12])[CH3:9]. Procedure details: A mixture of 57 parts of 1-chloroethylcarbamyl chloride, 156 parts of ethyl isocyanate and 841 parts of hexamethylene diisocyante is heated to 90° C. in the course of 3 hours, whilst passing a stream of nitrogen at 22° C. through the mixture. A mixture of 11.8 parts (42.5% of theory) of vinyl isocyanate, of boiling point 38.5° C./1,013 mbar, 10.1 parts (23.8% of theory) of 1-chloroethyl isocyanate of boiling point 92° C./1,013 mbar and 149 parts of ethyl isocyanate is obtained in the distillatio...